Dataset: the Open Reaction Database (ORD), a public repository of structured organic reaction records. Task: describe an organic reaction: reactants, conditions, products, and yield Reactants: C1(CCCCC1)CNC(=O)C=1C(=NC(=NC1)Cl)C(F)(F)F (2-chloro-4-trifluoromethyl-pyrimidine-5-carboxylic acid cyclohexylmethyl-amide), ClC=1C=CC(=C(N)C1)C (5-chloro-2-methyl aniline). The product is C1(CCCCC1)CNC(=O)C=1C(=NC(=NC1)NC1=C(C=CC(=C1)Cl)C)C(F)(F)F (2-(5-Chloro-2-methylphenylamino)-4-trifluoromethyl-pyrimidine-5-carboxylic acid cyclohexylmethyl-amide). The yield is 54.3%. RXN SMILES: [CH:1]1([CH2:7][NH:8][C:9]([C:11]2[C:12]([C:18]([F:21])([F:20])[F:19])=[N:13][C:14](Cl)=[N:15][CH:16]=2)=[O:10])[CH2:6][CH2:5][CH2:4][CH2:3][CH2:2]1.[Cl:22][C:23]1[CH:24]=[CH:25][C:26]([CH3:30])=[C:27]([CH:29]=1)[NH2:28]>>[CH:1]1([CH2:7][NH:8][C:9]([C:11]2[C:12]([C:18]([F:21])([F:20])[F:19])=[N:13][C:14]([NH:28][C:27]3[CH:29]=[C:23]([Cl:22])[CH:24]=[CH:25][C:26]=3[CH3:30])=[N:15][CH:16]=2)=[O:10])[CH2:6][CH2:5][CH2:4][CH2:3][CH2:2]1. Procedure: In a manner similar to Example 243, 2-chloro-4-trifluoromethyl-pyrimidine-5-carboxylic acid cyclohexylmethyl-amide (Example 166a) (50 mg) in 1,4-ioxan (1 ml) and 5-chloro-2-methyl aniline (Aldrich) (110 mg) were reacted to give the title compound (36 mg) The reactants are ClCC1=C(SC(=C1CCl)C)C (3,4-bis(chloromethyl)-2,5-dimethylthiophene), C1(=CC=C(C=C1)S(=O)(=O)N)C (p-toluenesulphonamide), C([O-])([O-])=O.[K+].[K+] (potassium carbonate). Solvent: CN(C=O)C (dimethylformamide), CN(C=O)C (dimethylformamide). Product: CC=1SC(=C2C1CN(C2)S(=O)(=O)C2=CC=C(C)C=C2)C (1,3-Dimethyl-5-tosyl-5,6-dihydro-4H-thieno[3,4-c]pyrrole). The yield is 63.6%. As a reaction SMILES: Cl[CH2:2][C:3]1[C:7]([CH2:8]Cl)=[C:6]([CH3:10])[S:5][C:4]=1[CH3:11].[C:12]1([CH3:22])[CH:17]=[CH:16][C:15]([S:18]([NH2:21])(=[O:20])=[O:19])=[CH:14][CH:13]=1.C(=O)([O-])[O-].[K+].[K+]>CN(C)C=O>[CH3:11][C:4]1[S:5][C:6]([CH3:10])=[C:7]2[CH2:8][N:21]([S:18]([C:15]3[CH:16]=[CH:17][C:12]([CH3:22])=[CH:13][CH:14]=3)(=[O:19])=[O:20])[CH2:2][C:3]=12 |f:2.3.4|. Reported procedure: A solution of 10 g (0.048 mol) of 3,4-bis(chloromethyl)-2,5-dimethylthiophene and 8.22 g of p-toluenesulphonamide in 600 ml of dry dimethylformamide is added dropwise, over 6 h, to a stirred suspension, heated to 100°-110° C., of 180 g of potassium carbonate in 900 ml of dimethylformamide. After the end of the addition, the mixture is maintained at the same temperature for 30 min, and then filtered. The solid is washed with dimethylformamide. The filtrate is concentrated under vacuum, and the re...